From a dataset of the Open Reaction Database (ORD), a public repository of structured organic reaction records. describe an organic reaction: reactants, conditions, products, and yield The reactants are CC1(C)Cc2cc(C(=O)O)ccc2NC1c1cccc(Br)c1, O=C([O-])[O-], CN(C)CC(=O)O, CS(C)=O, Cl, [Cu]I, [K+], [K+], O=C1NCCO1. The product is CC1(C)Cc2cc(C(=O)O)ccc2NC1c1cccc(N2CCOC2=O)c1. Reaction SMILES: [Br:1][c:2]1[cH:3][c:4]([CH:8]2[NH:9][c:10]3[cH:11][cH:12][c:13]([C:20](=[O:21])[OH:22])[cH:14][c:15]3[CH2:16][C:17]2([CH3:18])[CH3:19])[cH:5][cH:6][cH:7]1.[C:37](=[O:38])([O-:39])[O-:40].[CH3:30][N:31]([CH3:32])[CH2:33][C:34]([OH:35])=[O:36].[CH3:43][S:44](=[O:45])[CH3:46].[ClH:29].[Cu:47][I:48].[K+:41].[K+:42].[O:23]1[C:24](=[O:28])[NH:25][CH2:26][CH2:27]1>>[c:2]1([N:25]2[C:24](=[O:28])[O:23][CH2:27][CH2:26]2)[cH:3][c:4]([CH:8]2[NH:9][c:10]3[cH:11][cH:12][c:13]([C:20](=[O:21])[OH:22])[cH:14][c:15]3[CH2:16][C:17]2([CH3:18])[CH3:19])[cH:5][cH:6][cH:7]1. The reactants are COc1ccc(C)cc1Br, O=C1Nc2ncc(Br)cc2C1=O. The product is COc1ccc(C)cc1C1(O)C(=O)Nc2ncc(Br)cc21. RXN SMILES: [Br:13][c:14]1[cH:15][c:16]([CH3:22])[cH:17][cH:18][c:19]1[O:20][CH3:21].[Br:1][c:2]1[cH:3][c:4]2[c:5]([n:6][cH:7]1)[NH:8][C:9](=[O:12])[C:10]2=[O:11]>>[Br:1][c:2]1[cH:3][c:4]2[c:5]([n:6][cH:7]1)[NH:8][C:9](=[O:12])[C:10]2([OH:11])[c:14]1[cH:15][c:16]([CH3:22])[cH:17][cH:18][c:19]1[O:20][CH3:21].